This data is from the Open Reaction Database (ORD), a public repository of structured organic reaction records. The task is: describe an organic reaction: reactants, conditions, products, and yield Starting materials: Cc1ccccc1CBr, CCOC(=O)C(C)(C)CSc1cnc(N)s1, CC1CCC(N(CCOCc2ccccc2Cl)C(=O)Nc2ncc(SCC(C)(C)C(=O)O)s2)CC1. Product: Cc1ccccc1COCCN(C(=O)Nc1ncc(SCC(C)(C)C(=O)O)s1)C1CCC(C)CC1. RXN SMILES: [Br:36][CH2:37][c:38]1[cH:39][cH:40][cH:41][cH:42][c:43]1[CH3:44].[CH2:45]([O:46][C:47](=[O:48])[C:49]([CH3:50])([CH3:51])[CH2:52][S:53][c:54]1[s:55][c:56]([NH2:57])[n:58][cH:59]1)[CH3:60].[Cl:1][c:2]1[c:3]([CH2:4][O:5][CH2:6][CH2:7][N:8]([C:9]([NH:10][c:11]2[s:12][c:13]([S:16][CH2:17][C:18]([C:19](=[O:20])[OH:21])([CH3:22])[CH3:23])[cH:14][n:15]2)=[O:24])[CH:25]2[CH2:26][CH2:27][CH:28]([CH3:31])[CH2:29][CH2:30]2)[cH:32][cH:33][cH:34][cH:35]1>>[c:2]1([CH3:37])[c:3]([CH2:4][O:5][CH2:6][CH2:7][N:8]([C:9]([NH:10][c:11]2[s:12][c:13]([S:16][CH2:17][C:18]([C:19](=[O:20])[OH:21])([CH3:22])[CH3:23])[cH:14][n:15]2)=[O:24])[CH:25]2[CH2:26][CH2:27][CH:28]([CH3:31])[CH2:29][CH2:30]2)[cH:32][cH:33][cH:34][cH:35]1. Starting materials: CC[SiH](CC)CC, CC1(C)C(O)c2cc(Cl)ccc2NC1c1cccc(C(=O)OCc2ccccc2)c1, ClCCl, O=C(O)C(F)(F)F. Product: CC1(C)Cc2cc(Cl)ccc2NC1c1cccc(C(=O)OCc2ccccc2)c1. RXN SMILES: [CH2:31]([SiH:32]([CH2:33][CH3:34])[CH2:35][CH3:36])[CH3:37].[Cl:1][c:2]1[cH:3][c:4]2[c:9]([cH:10][cH:11]1)[NH:8][CH:7]([c:12]1[cH:13][c:14]([C:15](=[O:16])[O:17][CH2:18][c:19]3[cH:20][cH:21][cH:22][cH:23][cH:24]3)[cH:25][cH:26][cH:27]1)[C:6]([CH3:28])([CH3:29])[CH:5]2[OH:30].[Cl:45][CH2:46][Cl:47].[OH:38][C:39]([C:40]([F:41])([F:42])[F:43])=[O:44]>>[Cl:1][c:2]1[cH:3][c:4]2[c:9]([cH:10][cH:11]1)[NH:8][CH:7]([c:12]1[cH:13][c:14]([C:15](=[O:16])[O:17][CH2:18][c:19]3[cH:20][cH:21][cH:22][cH:23][cH:24]3)[cH:25][cH:26][cH:27]1)[C:6]([CH3:28])([CH3:29])[CH2:5]2. Starting materials: Cl.ClC=1C=C2C(=C(NC2=CC1)C=1C=NC=CC1)C (5-chloro-3-methyl-2-pyridin-3-yl-1H-indole hydrochloride), C[Si](C)(C)[N-][Si](C)(C)C.[K+] (KHMDS), C1(=CC=CC=C1)C (toluene), COC(C1=CC=C(C=C1)CBr)=O (4-bromomethyl-benzoic acid methyl ester). Solvent: C1CCOC1 (THF), CO (Methanol). Run at time 3 hour. The product is COC(C1=CC=C(C=C1)CN1C(=C(C2=CC(=CC=C12)Cl)C)C=1C=NC=CC1)=O (4-(5-chloro-3-methyl-2-pyridin-3-yl-1H-indol-1-ylmethyl)-benzoic acid methyl ester). As a reaction SMILES: Cl.[Cl:2][C:3]1[CH:4]=[C:5]2[C:9](=[CH:10][CH:11]=1)[NH:8][C:7]([C:12]1[CH:13]=[N:14][CH:15]=[CH:16][CH:17]=1)=[C:6]2[CH3:18].C[Si]([N-][Si](C)(C)C)(C)C.[K+].C1(C)C=CC=CC=1.[CH3:36][O:37][C:38](=[O:47])[C:39]1[CH:44]=[CH:43][C:42]([CH2:45]Br)=[CH:41][CH:40]=1>C1COCC1.CO>[CH3:36][O:37][C:38](=[O:47])[C:39]1[CH:44]=[CH:43][C:42]([CH2:45][N:8]2[C:9]3[C:5](=[CH:4][C:3]([Cl:2])=[CH:11][CH:10]=3)[C:6]([CH3:18])=[C:7]2[C:12]2[CH:13]=[N:14][CH:15]=[CH:16][CH:17]=2)=[CH:41][CH:40]=1 |f:0.1,2.3|. Procedure: To a solution of 5-chloro-3-methyl-2-pyridin-3-yl-1H-indole hydrochloride (Example 2, 558 mg, 2.0 mmol) in THF (20 mL) is added 0.5 M KHMDS in toluene (8.8 mL, 4.4 mmol) and the mixture is stirred at room temperature for 30 min, whereupon 4-bromomethyl-benzoic acid methyl ester (916 mg, 4.0 mmol). The reaction mixture is stirred for 3 h. Methanol is added to quench the reaction and the solvents are removed in vacuo. The residue is purified by flash chromatography with 1-3% methanol in dichlorome... Reactants: C([O-])(O)=O.[Na+] (sodium bicarbonate), [OH-].[Na+] (sodium hydroxide), C1(=CC=CC=C1)NN (Phenyl hydrazine), CN1CCC(CC1)=O (1-methyl-piperidin-4-one), S(O)(O)(=O)=O (sulfuric acid). The solvent is O1CCOCC1 (1,4-dioxane). Reaction conditions: temperature 0 celsius. The product is CN1CC2=C(NC=3C=CC=CC23)CC1 (2-Methyl-2,3,4,5-tetrahydro-1H-pyrido[4,3-b]indole). Yield: 92.4%. RXN SMILES: [C:1]1([NH:7]N)[CH:6]=[CH:5][CH:4]=[CH:3][CH:2]=1.[CH3:9][N:10]1[CH2:15][CH2:14][C:13](=O)[CH2:12][CH2:11]1.S(=O)(=O)(O)O.C(=O)(O)[O-].[Na+].[OH-].[Na+]>O1CCOCC1>[CH3:9][N:10]1[CH2:15][CH2:14][C:13]2[NH:7][C:1]3[CH:6]=[CH:5][CH:4]=[CH:3][C:2]=3[C:12]=2[CH2:11]1 |f:3.4,5.6|. Reported procedure: Phenyl hydrazine (1.0 g, 9.3 mmols) and 1-methyl-piperidin-4-one (1.1 g, 9.3 mmols) were dissolved in 1,4-dioxane (35 mL) and cooled to 0° C. Concentrated sulfuric acid (5 mL) was added dropwise to the reaction at 0° C. with stirring upon which a precipitate formed. The reaction was then heated to 60° C. for one hour after which the precipitate was fully dissolved. The reaction was stirred for an additional hour at 60° C. The reaction was then cooled to room temperature and the pH was adjusted t... Product: CC(C)(C)OC(=O)NC1CCN(C(=O)CN(CC(=O)O)c2ccc(Oc3ccccc3)cc2)C1. RXN SMILES: [C:1](=[O:2])([OH:3])[CH2:4][N:5]([c:6]1[cH:7][cH:8][c:9]([O:12][c:13]2[cH:14][cH:15][cH:16][cH:17][cH:18]2)[cH:10][cH:11]1)[CH2:19][C:20](=[O:21])[OH:22].[C:23](=[O:24])([OH:25])[O-:26].[C:28]([CH3:29])([CH3:30])([CH3:31])[O:32][C:33](=[O:34])[NH:35][CH:36]1[CH2:37][NH:38][CH2:39][CH2:40]1.[CH3:41][C:42]([O:43][C:44](=[O:45])[CH3:46])=[O:47].[Na+:27]>>[C:1](=[O:2])([OH:3])[CH2:4][N:5]([c:6]1[cH:7][cH:8][c:9]([O:12][c:13]2[cH:14][cH:15][cH:16][cH:17][cH:18]2)[cH:10][cH:11]1)[CH2:19][C:20](=[O:22])[N:38]1[CH2:37][CH:36]([NH:35][C:33]([O:32][C:28]([CH3:29])([CH3:30])[CH3:31])=[O:34])[CH2:40][CH2:39]1. Reactants: O=C(O)CN(CC(=O)O)c1ccc(Oc2ccccc2)cc1, O=C([O-])O, CC(C)(C)OC(=O)NC1CCNC1, CC(=O)OC(C)=O, [Na+]. The reactants are hydrochloride salt, C12(CNCC2C1)C1=CC=C(C=C1)N1C(O[C@H](C1)CNC(C)=O)=O (N-{3-[4-(3-aza-bicyclo[3.1.0]hex-1-yl)-phenyl]-2-oxo-oxazolidin-5(S)-yl-methyl}-acetamide), C12(CNCC2C1)C1=CC=C(C=C1)N1C(O[C@H](C1)CNC(C)=O)=O (N-{3-[4-(3-aza-bicyclo[3.1.0]hex-1-yl)-phenyl]-2-oxo-oxazolidin-5(S)-yl-methyl}-acetamide), CCN(C(C)C)C(C)C (DIPEA), N#CBr (cyanogen bromide). Solvent: O (water), CN(C)C=O (DMF). Reaction conditions: temperature 100 celsius. Yields the product C(#N)N1CC2(CC2C1)C1=CC=C(C=C1)N1C(O[C@H](C1)CNC(C)=O)=O (N-{3-[4-(3-Cyano-3-aza-bicyclo[3.1.0]hex-1-yl)-phenyl]-2-oxo-oxazolidin-5(S)-ylmethyl}-acetamide). The yield is 25.8%. As a reaction SMILES: [C:1]12([C:7]3[CH:12]=[CH:11][C:10]([N:13]4[CH2:17][C@H:16]([CH2:18][NH:19][C:20](=[O:22])[CH3:21])[O:15][C:14]4=[O:23])=[CH:9][CH:8]=3)[CH2:6][CH:5]1[CH2:4][NH:3][CH2:2]2.C[CH2:25][N:26](C(C)C)C(C)C.N#CBr>CN(C=O)C.O>[C:25]([N:3]1[CH2:4][CH:5]2[C:1]([C:7]3[CH:8]=[CH:9][C:10]([N:13]4[CH2:17][C@H:16]([CH2:18][NH:19][C:20](=[O:22])[CH3:21])[O:15][C:14]4=[O:23])=[CH:11][CH:12]=3)([CH2:6]2)[CH2:2]1)#[N:26]. Procedure details: To a solution of hydrochloride salt of N-{3-[4-(3-aza-bicyclo[3.1.0]hex-1-yl)-phenyl]-2-oxo-oxazolidin-5(S)-yl-methyl}-acetamide (Intermediate IV) (0.2 g, 0.57 mmol) in DMF (5 mL) were added DIPEA (0.3 mL, 1.7 mmol) and cyanogen bromide (0.18 g, 1.1 mmol) at r.t. The reaction mixture was stirred at 100° C. and progress of the reaction was monitored by TLC. On completion, the reaction mixture was diluted with water (10 mL) and extracted with ethyl acetate (2×20 mL). The organic layer was washed w... The reactants are Cl, [H][H], Nc1nc2c(c(=O)[nH]1)-c1ccc([N+](=O)[O-])cc1CC2, O, O, O=S(=O)(O)O. Product: Nc1ccc2c(c1)CCc1nc(N)[nH]c(=O)c1-2. Reaction SMILES: [ClH:28].[H:26][H:27].[NH2:7][c:8]1[n:9][c:10]2[c:15]([c:16](=[O:18])[nH:17]1)-[c:14]1[c:13]([cH:22][c:21]([N+:23]([O-:24])=[O:25])[cH:20][cH:19]1)[CH2:12][CH2:11]2.[OH2:1].[OH2:29].[S:2]([OH:3])([OH:4])(=[O:5])=[O:6]>>[NH2:7][c:8]1[n:9][c:10]2[c:15]([c:16](=[O:18])[nH:17]1)-[c:14]1[c:13]([cH:22][c:21]([NH2:23])[cH:20][cH:19]1)[CH2:12][CH2:11]2.